Dataset: the Open Reaction Database (ORD), a public repository of structured organic reaction records. Task: describe an organic reaction: reactants, conditions, products, and yield Reactants: [H][H] (hydrogen), C(C)(=O)O[C@H]1[C@H]([C@@H](O[C@@H]1COC(C)=O)N1C=NC(=C1N=CN(C)C)C(CN=[N+]=[N-])=O)F (1-(3,5-di-O-acetyl-2-deoxy-2-fluoro-β-D-ribofuranosyl)-4-azidoacetyl-5-(dimethylaminomethyleneamino)imidazole), C(C)(=O)O[C@H]1[C@H]([C@@H](O[C@@H]1COC(C)=O)N1C=NC(=C1N=CN(C)C)C(CN=[N+]=[N-])=O)F (1-(3,5-di-O-acetyl-2-deoxy-2-fluoro-β-D-ribofuranosyl)-4-azidoacetyl-5-(dimethylaminomethyleneamino)imidazole). The reagents and catalysts are [Pd] (palladium black). The solvent is CO (methanol). Product: NCC(=O)C=1N=CN(C1N=CN(C)C)[C@H]1[C@@H]([C@H](O)[C@H](O1)CO)F (4-aminoacetyl-1-(2-deoxy-2-fluoro-β-D-ribofuranosyl)-5-(dimethylaminomethyleneamino)imidazole). RXN SMILES: C([O:4][C@@H:5]1[C@@H:9]([CH2:10][O:11]C(=O)C)[O:8][C@@H:7]([N:15]2[C:19]([N:20]=[CH:21][N:22]([CH3:24])[CH3:23])=[C:18]([C:25](=[O:30])[CH2:26][N:27]=[N+]=[N-])[N:17]=[CH:16]2)[C@@H:6]1[F:31])(=O)C.[H][H]>CO.[Pd]>[NH2:27][CH2:26][C:25]([C:18]1[N:17]=[CH:16][N:15]([C@@H:7]2[O:8][C@H:9]([CH2:10][OH:11])[C@@H:5]([OH:4])[C@H:6]2[F:31])[C:19]=1[N:20]=[CH:21][N:22]([CH3:24])[CH3:23])=[O:30]. Procedure details: In step 17, compound (22) is subjected to catalytic reduction with hydrogen in the presence of a hydrogenation catalyst, e.g. palladium black in methanol at room temperature for converting the azido group of compound (22) into amino group. Thereby, 4-aminoacetyl-1-(2-deoxy-2-fluoro-β-D-ribofuranosyl)-5-(dimethylaminomethyleneamino)imidazole [compound (24)] is produced. The reactants are CCc1ccc(O)cc1O, COc1ccc(CC(=O)O)cc1, CC(=O)[O-], [Na+]. Yields the product CCc1cc(C(=O)Cc2ccc(OC)cc2)c(O)cc1O. RXN SMILES: [CH2:1]([CH3:2])[c:3]1[c:4]([OH:10])[cH:5][c:6]([OH:9])[cH:7][cH:8]1.[CH3:11][O:12][c:13]1[cH:14][cH:15][c:16]([CH2:17][C:18]([OH:19])=[O:20])[cH:21][cH:22]1.[CH3:24][C:25](=[O:26])[O-:27].[Na+:23]>>[CH2:1]([CH3:2])[c:3]1[c:4]([OH:10])[cH:5][c:6]([OH:9])[c:7]([C:18]([CH2:17][c:16]2[cH:15][cH:14][c:13]([O:12][CH3:11])[cH:22][cH:21]2)=[O:19])[cH:8]1.